This data is from the Open Reaction Database (ORD), a public repository of structured organic reaction records. The task is: describe an organic reaction: reactants, conditions, products, and yield Reactants: CCCCOC1c2ccccc2C(=O)N(CC2CC2)C1(C=CC(=O)OCC)CNC(=O)OC(C)(C)C, CCO, Cl, [Na+], C1CCOC1, [OH-], O. Product: CCCCOC1c2ccccc2C(=O)N(CC2CC2)C1(C=CC(=O)O)CNC(=O)OC(C)(C)C. RXN SMILES: [CH2:1]([CH2:2][CH2:3][CH3:4])[O:5][CH:6]1[C:7]([CH2:21][NH:22][C:23](=[O:24])[O:25][C:26]([CH3:27])([CH3:28])[CH3:29])([CH:30]=[CH:31][C:32](=[O:33])[O:34][CH2:35][CH3:36])[N:8]([CH2:17][CH:18]2[CH2:19][CH2:20]2)[C:9](=[O:16])[c:10]2[cH:11][cH:12][cH:13][cH:14][c:15]21.[CH3:46][CH2:47][OH:48].[ClH:40].[Na+:38].[O:41]1[CH2:42][CH2:43][CH2:44][CH2:45]1.[OH-:37].[OH2:39]>>[CH2:1]([CH2:2][CH2:3][CH3:4])[O:5][CH:6]1[C:7]([CH2:21][NH:22][C:23](=[O:24])[O:25][C:26]([CH3:27])([CH3:28])[CH3:29])([CH:30]=[CH:31][C:32](=[O:33])[OH:34])[N:8]([CH2:17][CH:18]2[CH2:19][CH2:20]2)[C:9](=[O:16])[c:10]2[cH:11][cH:12][cH:13][cH:14][c:15]21. The reactants are C([O-])([O-])=O.[K+].[K+] (potassium carbonate), C(C1=CC=CC=C1)N1CCNCCC1 (1-benzylhomopiperazine), FC1=C(C=CC=C1)[N+](=O)[O-] (Fluoronitrobenzene). Solvent: O (water). Conditions: temperature 90 celsius. The product is C(C1=CC=CC=C1)N1CCN(CCC1)C1=CC=C(C=C1)[N+](=O)[O-] (1-benzyl-4-(4-nitrophenyl)-[1,4]diazepane). As a reaction SMILES: F[C:2]1[CH:7]=[CH:6][CH:5]=[CH:4][C:3]=1[N+:8]([O-:10])=[O:9].C(=O)([O-])[O-].[K+].[K+].[CH2:17]([N:24]1[CH2:30][CH2:29][CH2:28][NH:27][CH2:26][CH2:25]1)[C:18]1[CH:23]=[CH:22][CH:21]=[CH:20][CH:19]=1>O>[CH2:17]([N:24]1[CH2:30][CH2:29][CH2:28][N:27]([C:6]2[CH:5]=[CH:4][C:3]([N+:8]([O-:10])=[O:9])=[CH:2][CH:7]=2)[CH2:26][CH2:25]1)[C:18]1[CH:19]=[CH:20][CH:21]=[CH:22][CH:23]=1 |f:1.2.3|. Procedure details: Fluoronitrobenzene (3.09 g, 21.9 mmol) is dissolved in water (14 ml), and then potassium carbonate (3.64 g, 26.28 mmol) and 1-benzylhomopiperazine (5 g, 26.28 mmol) are added. The medium is heated at 90° C. for 4 h 20 min and then cooled to room temperature. The precipitate formed is filtered, and a yellow solid is obtained. 6.30 g (92.5%) of product are recovered.